This data is from the Open Reaction Database (ORD), a public repository of structured organic reaction records. The task is: describe an organic reaction: reactants, conditions, products, and yield Procedure details: 2-Bromo-5,6-dimethoxy-indan-1-one (69.1 g) was suspended in ethanol (1,200 ml) and added to a solution of potassium cyanide (70.4 g) in water (2,200 ml). The reaction mixture was heated at reflux for 1 hour and then the ethanol was distilled off. The dark solution was cooled, stirred and carefully neutralised with hydrochloric acid (5M, 120 ml) in a well ventilated hood. The organic extracts were combined, washed with brine, dried over magnesium sulphate, filtered, then concentrated to low volum... Starting materials: BrC1C(C2=CC(=C(C=C2C1)OC)OC)=O (2-Bromo-5,6-dimethoxy-indan-1-one), [C-]#N.[K+] (potassium cyanide). The yield is 44.4%. RXN SMILES: Br[CH:2]1[CH2:10][C:9]2[C:4](=[CH:5][C:6]([O:13][CH3:14])=[C:7]([O:11][CH3:12])[CH:8]=2)[C:3]1=[O:15].[C-:16]#[N:17].[K+]>C(O)C.O>[C:16]([CH:2]1[CH2:10][C:9]2[C:4](=[CH:5][C:6]([O:13][CH3:14])=[C:7]([O:11][CH3:12])[CH:8]=2)[C:3]1=[O:15])#[N:17] |f:1.2|. Yields the product C(#N)C1C(C2=CC(=C(C=C2C1)OC)OC)=O (2-Cyano-5,6-dimethoxy-indan-1-one). The solvent is O (water), C(C)O (ethanol). Starting materials: C#C, Cl, O=C(c1ccccc1)c1ccc([N+](=O)[O-])cc1, C1CCOC1. Yields the product C#CC(O)(c1ccccc1)c1ccc([N+](=O)[O-])cc1. RXN SMILES: [CH:1]#[CH:2].[ClH:20].[N+:3](=[O:4])([O-:5])[c:6]1[cH:7][cH:8][c:9]([C:10](=[O:11])[c:12]2[cH:13][cH:14][cH:15][cH:16][cH:17]2)[cH:18][cH:19]1.[O:21]1[CH2:22][CH2:23][CH2:24][CH2:25]1>>[C:1](#[CH:2])[C:10]([c:9]1[cH:8][cH:7][c:6]([N+:3](=[O:4])[O-:5])[cH:19][cH:18]1)([OH:11])[c:12]1[cH:13][cH:14][cH:15][cH:16][cH:17]1. Reactants: NCCCCN1C(=NC=2C(=NC=3C=CC=CC3C21)N)CCOC (1-(4-aminobutyl)-2-(2-methoxyethyl)-1H-imidazo[4,5-c]quinolin-4-amine), N1=CC(=CC2=CC=CC=C12)C(=O)O (quinoline-3-carboxylic acid). Yields the product NC1=NC=2C=CC=CC2C2=C1N=C(N2CCCCNC(=O)C=2C=NC1=CC=CC=C1C2)CCOC (N-{4-[4-amino-2-(2-methoxyethyl)-1H-imidazo[4,5-c]quinolin-1-yl]butyl}quinoline-3-carboxamide). The yield is 28.5%. RXN SMILES: [NH2:1][CH2:2][CH2:3][CH2:4][CH2:5][N:6]1[C:18]2[C:17]3[CH:16]=[CH:15][CH:14]=[CH:13][C:12]=3[N:11]=[C:10]([NH2:19])[C:9]=2[N:8]=[C:7]1[CH2:20][CH2:21][O:22][CH3:23].[N:24]1[C:33]2[C:28](=[CH:29][CH:30]=[CH:31][CH:32]=2)[CH:27]=[C:26]([C:34](O)=[O:35])[CH:25]=1>>[NH2:19][C:10]1[C:9]2[N:8]=[C:7]([CH2:20][CH2:21][O:22][CH3:23])[N:6]([CH2:5][CH2:4][CH2:3][CH2:2][NH:1][C:34]([C:26]3[CH:25]=[N:24][C:33]4[C:28]([CH:27]=3)=[CH:29][CH:30]=[CH:31][CH:32]=4)=[O:35])[C:18]=2[C:17]2[CH:16]=[CH:15][CH:14]=[CH:13][C:12]=2[N:11]=1. Procedure details: Using the general method of Example 181 1-(4-aminobutyl)-2-(2-methoxyethyl)-1H-imidazo[4,5-c]quinolin-4-amine (2.0 g, 6.37 mmol) was reacted with quinoline-3-carboxylic acid (1.33 g, 7.66 mmol) to provide 850 mg of N-{4-[4-amino-2-(2-methoxyethyl)-1H-imidazo[4,5-c]quinolin-1-yl]butyl}quinoline-3-carboxamide as a yellow solid, m.p. 114-116° C. Analysis: Calculated for C27H28N6O2.0.2 H2O: % C, 68.68; % H, 6.06; % N, 17.80. Found: % C, 68.68; % H, 5.85; % N, 17.76. Reactants: O (Water), CC1=NOC(=C1C)NC(OCC(Cl)(Cl)Cl)=O (2,2,2-trichloroethyl (3,4-dimethylisoxazol-5-yl)carbamate), CC1=C(N=C(S1)N1CCNCC1)C1=CC=CC=C1 (1-(5-methyl-4-phenyl-1,3-thiazol-2-yl)piperazine), C(C)(C)N(CC)C(C)C (diisopropylethylamine). The solvent is CS(=O)C (dimethylsulfoxide). Reaction conditions: temperature 70 celsius, time 5 hour. Product: CC1=NOC(=C1C)NC(=O)N1CCN(CC1)C=1SC(=C(N1)C1=CC=CC=C1)C (N-(3,4-Dimethylisoxazol-5-yl)-4-(5-methyl-4-phenyl-1,3-thiazol-2-yl)piperazine-1-carboxamide). Yield: 60.7%. Reaction SMILES: [CH3:1][C:2]1[C:6]([CH3:7])=[C:5]([NH:8][C:9](=[O:16])OCC(Cl)(Cl)Cl)[O:4][N:3]=1.[CH3:17][C:18]1[S:22][C:21]([N:23]2[CH2:28][CH2:27][NH:26][CH2:25][CH2:24]2)=[N:20][C:19]=1[C:29]1[CH:34]=[CH:33][CH:32]=[CH:31][CH:30]=1.C(N(C(C)C)CC)(C)C.O>CS(C)=O>[CH3:1][C:2]1[C:6]([CH3:7])=[C:5]([NH:8][C:9]([N:26]2[CH2:27][CH2:28][N:23]([C:21]3[S:22][C:18]([CH3:17])=[C:19]([C:29]4[CH:34]=[CH:33][CH:32]=[CH:31][CH:30]=4)[N:20]=3)[CH2:24][CH2:25]2)=[O:16])[O:4][N:3]=1. Procedure details: A mixture of 2,2,2-trichloroethyl (3,4-dimethylisoxazol-5-yl)carbamate (244 mg, 0.848 mmol), 1-(5-methyl-4-phenyl-1,3-thiazol-2-yl)piperazine (200 mg, 0.771 mmol) and diisopropylethylamine (0.148 ml, 0.848 mmol) in dimethylsulfoxide (2.6 ml) was stirred at 70° C. for 5 hours. Water was poured into the reaction solution, and the mixture was extracted with ethyl acetate. The extract was washed with water and dried anhydrous magnesium sulfate, and the solvent was distilled off under reduced pressur... The reactants are C(C1=CC=CC=C1)O (benzyl alcohol), B(F)(F)F (BF3), C(Cl)C1CO1 (Epichlorohydrin). Solvent: CCOCC (ether). Conditions: temperature 80 celsius. Product: C(C1=CC=CC=C1)OCC(CCl)O (3-benzyloxy-2-hydroxypropyl chloride). The yield is 58.6%. Reaction SMILES: [CH2:1]([OH:8])[C:2]1[CH:7]=[CH:6][CH:5]=[CH:4][CH:3]=1.B(F)(F)F.[CH2:13]([CH:15]1[O:17][CH2:16]1)[Cl:14]>CCOCC>[CH2:1]([O:8][CH2:16][CH:15]([OH:17])[CH2:13][Cl:14])[C:2]1[CH:7]=[CH:6][CH:5]=[CH:4][CH:3]=1. Reported procedure: A 1,000 mL, 3-necked flask equipped with a mechanical stirrer, condenser, thermometer and 500 mL addition funnel was charged with benzyl alcohol (324 g, 3.0 mol) and 5% BF3 -etherate in ether (10 mL). This mixture was stirred and heated to 80° C. Epichlorohydrin (278 g, 3.0 mol) was added dropwise over 6 hours, and the reaction mixture was stirred an additional 24 hours at 80° C. The crude product was distilled from NaHCO3 (1 g) using a 25 cm Vigreux column. The fractions boiling from 95° C. (0.... The reactants are O=C1NC(=NO1)C1=CC=C(C=C1)N1C(OC(C1)C(=O)N1CCC(CC1)C(=O)OC(C)(C)C)=O (tert-butyl 1-{3-[4-(5-oxo-1,2,4-oxadiazolin-3-yl)phenyl]-2-oxo-5-oxazolidinylcarbonyl}piperidine-4-carboxylate), C(C)(=O)OCC (ethyl acetate). Reagents/catalysts: [Ni] (Raney nickel). The solvent is CO (methanol). The product is C(N)(=N)C1=CC=C(C=C1)N1C(OC(C1)C(=O)N1CCC(CC1)C(=O)OC(C)(C)C)=O (Tert-butyl 1-[3-(4-amidinophenyl)-2-oxo-5-oxazolidinylcarbonyl}piperid-4-yl-carboxylate). As a reaction SMILES: O=C1O[N:5]=[C:4]([C:7]2[CH:12]=[CH:11][C:10]([N:13]3[CH2:17][CH:16]([C:18]([N:20]4[CH2:25][CH2:24][CH:23]([C:26]([O:28][C:29]([CH3:32])([CH3:31])[CH3:30])=[O:27])[CH2:22][CH2:21]4)=[O:19])[O:15][C:14]3=[O:33])=[CH:9][CH:8]=2)[NH:3]1.C(OCC)(=O)C>CO.[Ni]>[C:4]([C:7]1[CH:8]=[CH:9][C:10]([N:13]2[CH2:17][CH:16]([C:18]([N:20]3[CH2:21][CH2:22][CH:23]([C:26]([O:28][C:29]([CH3:31])([CH3:30])[CH3:32])=[O:27])[CH2:24][CH2:25]3)=[O:19])[O:15][C:14]2=[O:33])=[CH:11][CH:12]=1)(=[NH:3])[NH2:5]. Reported procedure: 1.37 g of tert-butyl 1-{3-[4-(5-oxo-1,2,4-oxadiazolin-3-yl)phenyl]-2-oxo-5-oxazolidinylcarbonyl}piperidine-4-carboxylate are dissolved in 50 ml of methanol and hydrogenated over Raney nickel. The reaction mixture is, subsequently filtered and the filtrate is concentrated in vacuo. The product obtained is treated with 20 ml of ethyl acetate, with heating, and the product, after cooling, is filtered off with suction. Tert-butyl 1-[3-(4-amidinophenyl)-2-oxo-5-oxazolidinylcarbonyl}piperid-4-yl-carbo... The reactants are O (water), FC(C=1C=C(C=CC1O[C@H](C(F)(F)F)C)C1=NC(=NO1)C1=C2C=CN(C2=CC=C1)CC(=O)O)(F)F ([4-(5-{3-(trifluoromethyl)-4-[(1S)-2,2,2-trifluoro-1-methylethoxy]phenyl}-1,2,4-oxadiazol-3-yl)-1H-indol-1-yl]acetic acid), C1=CN(C=N1)C(=O)N2C=CN=C2 (CDI), CS(=O)(=O)N (methanesulfonamide), 2,3,4,6,7,8,9,10-octahydropyrimide[1,2-a]azepine. Solvent: CN(C)C=O (DMF). Conditions: time 30 minute. Product: CS(=O)(=O)NC(CN1C=CC2=C(C=CC=C12)C1=NOC(=N1)C1=CC(=C(C=C1)O[C@H](C(F)(F)F)C)C(F)(F)F)=O (N-(methylsulfonyl)-2-[4-(5-{3-(trifluoromethyl)-4-[(1S)-2,2,2-trifluoro-1-methylethoxy]phenyl}-1,2,4-oxadiazol-3-yl)-1H-indol-1-yl]acetamide). Isolated yield 48.9%. As a reaction SMILES: [F:1][C:2]([F:35])([F:34])[C:3]1[CH:4]=[C:5]([C:16]2[O:20][N:19]=[C:18]([C:21]3[CH:29]=[CH:28][CH:27]=[C:26]4[C:22]=3[CH:23]=[CH:24][N:25]4[CH2:30][C:31](O)=[O:32])[N:17]=2)[CH:6]=[CH:7][C:8]=1[O:9][C@@H:10]([CH3:15])[C:11]([F:14])([F:13])[F:12].C1N=CN(C(N2C=NC=C2)=O)C=1.[CH3:48][S:49]([NH2:52])(=[O:51])=[O:50].O>CN(C=O)C>[CH3:48][S:49]([NH:52][C:31](=[O:32])[CH2:30][N:25]1[C:26]2[C:22](=[C:21]([C:18]3[N:17]=[C:16]([C:5]4[CH:6]=[CH:7][C:8]([O:9][C@@H:10]([CH3:15])[C:11]([F:12])([F:13])[F:14])=[C:3]([C:2]([F:34])([F:1])[F:35])[CH:4]=4)[O:20][N:19]=3)[CH:29]=[CH:28][CH:27]=2)[CH:23]=[CH:24]1)(=[O:51])=[O:50]. Reported procedure: To a solution of [4-(5-{3-(trifluoromethyl)-4-[(1S)-2,2,2-trifluoro-1-methylethoxy]phenyl}-1,2,4-oxadiazol-3-yl)-1H-indol-1-yl]acetic acid (100 mg) in DMF (1 ml) was added CDI (39 mg), and after 30 min, methanesulfonamide (23 mg) and 2,3,4,6,7,8,9,10-octahydropyrimide[1,2-a]azepine (37 mg) were added thereto, followed by stirring at room temperature for 15 hours. The reaction mixture was added with water to complete the reaction. It was extracted with EtOAc, the obtained organic layer was washed...